From a dataset of the Open Reaction Database (ORD), a public repository of structured organic reaction records. describe an organic reaction: reactants, conditions, products, and yield Starting materials: CSSC (Dimethyl disulfide), BrC=1C=CC(=NC1)F (5-bromo-2-fluoropyridine), CN(CCN(C)C)C (N1,N1,N2,N2-tetramethylethane-1,2-diamine), [Li+].CCC[CH2-] (N-butyllithium). RXN SMILES: Br[C:2]1[CH:3]=[CH:4][C:5]([F:8])=[N:6][CH:7]=1.CN(C)CCN(C)C.[Li+].CCC[CH2-].[CH3:22][S:23]SC>>[F:8][C:5]1[CH:4]=[CH:3][C:2]([S:23][CH3:22])=[CH:7][N:6]=1 |f:2.3|. Reaction conditions: temperature -78 celsius, time 1 hour. Yields the product FC1=NC=C(C=C1)SC (2-fluoro-5-(methylthio)pyridine). Reported procedure: A mixture of 5-bromo-2-fluoropyridine (2.05 g, 11.7 mmol) and N1,N1,N2,N2-tetramethylethane-1,2-diamine (2.27 mL, 15.1 mmol) was purged with nitrogen for 45 minutes. Toluene (116 mL) was added and the reaction mixture was cooled to −78° C. N-butyllithium (2.5 M in hexanes, 5.59 mL, 14.0 mmol) was added dropwise over 6 minutes. The reaction mixture was stirred at −78° C. for 1 hour. Dimethyl disulfide (1.26 mL, 14.0 mmol) was added. The reaction mixture was stirred at −78° C. for 1 hour. The reac... Isolated yield 59.7%. The reactants are CC(C)(C)OC(=O)COc1cc(O)cc2c1CCCC2=O, O=C([O-])[O-], CC(C)=O, CI, [K+], [K+], CN(C)C=O, O. The product is COc1cc(OCC(=O)OC(C)(C)C)c2c(c1)C(=O)CCC2. Reaction SMILES: [C:1]([CH3:2])([CH3:3])([CH3:4])[O:5][C:6]([CH2:7][O:8][c:9]1[cH:10][c:11]([OH:20])[cH:12][c:13]2[c:18]1[CH2:17][CH2:16][CH2:15][C:14]2=[O:19])=[O:21].[C:22](=[O:23])([O-:24])[O-:25].[CH3:30][C:31](=[O:32])[CH3:33].[I:28][CH3:29].[K+:26].[K+:27].[O:34]=[CH:35][N:36]([CH3:37])[CH3:38].[OH2:39]>>[C:1]([CH3:2])([CH3:3])([CH3:4])[O:5][C:6]([CH2:7][O:8][c:9]1[cH:10][c:11]([O:20][CH3:22])[cH:12][c:13]2[c:18]1[CH2:17][CH2:16][CH2:15][C:14]2=[O:19])=[O:21]. Reactants: C(=C)C1=CC=C(C=O)C=C1 (4-vinylbenzaldehyde), C(CO)O (ethylene glycol), C1(=CC=CC=C1)C (toluene). Reagents/catalysts: C1(=CC=C(C=C1)S(=O)(=O)O)C (p-toluenesulfonic acid). Solvent: O (water). Reaction conditions: temperature 45 celsius. Yields the product C(=C)C1=CC=C(C=C1)C1OCCO1 (2-(4-ethenylphenyl)-1,3-dioxolane). Yield: 96.3%. Reaction SMILES: [CH:1]([C:3]1[CH:10]=[CH:9][C:6]([CH:7]=[O:8])=[CH:5][CH:4]=1)=[CH2:2].[CH2:11](O)[CH2:12][OH:13].C1(C)C=CC=CC=1>C1(C)C=CC(S(O)(=O)=O)=CC=1.O>[CH:1]([C:3]1[CH:10]=[CH:9][C:6]([CH:7]2[O:13][CH2:12][CH2:11][O:8]2)=[CH:5][CH:4]=1)=[CH2:2]. Procedure: In a 250 ml 3-necked round-bottomed flask, 13.72 g of (103 mmol) of 4-vinylbenzaldehyde, 7.08 g (114 mmol) of ethylene glycol and 0.23 g (1.3 mmol) of p-toluenesulfonic acid are added to 100 ml of toluene. The resulting mixture is refluxed at 45° C. under reduced pressure for 3 hours using a water separator. It is then washed twice with 100 ml of water, and the organic phase is dried over magnesium sulfate and concentrated to yield 17.47 g of crude product in the form of a pale yellow oil. The l... Starting materials: I(=O)(=O)(=O)[O-].[Na+] (sodium periodate), I(=O)(=O)(=O)[O-].[Na+] (Sodium periodate), ClC=1C=CC2=C(N(C(S2)=O)CC=C)C1 (5-chloro-3-(2-propen-1-yl)-1,3-benzothiazol-2(3H)-one). Reagents/catalysts: [Os](=O)(=O)(=O)=O (osmium tetroxide). Run in O (water), O (water), O (Water), O1CCOCC1 (1,4-dioxane). Reaction conditions: time 30 minute. Yields the product ClC=1C=CC2=C(N(C(S2)=O)CC=O)C1 ((5-Chloro-2-oxo-1,3-benzothiazol-3(2H)-yl)acetaldehyde). As a reaction SMILES: [Cl:1][C:2]1[CH:3]=[CH:4][C:5]2[S:9][C:8](=[O:10])[N:7]([CH2:11][CH:12]=C)[C:6]=2[CH:14]=1.I([O-])(=O)(=O)=[O:16].[Na+]>O1CCOCC1.O.[Os](=O)(=O)(=O)=O>[Cl:1][C:2]1[CH:3]=[CH:4][C:5]2[S:9][C:8](=[O:10])[N:7]([CH2:11][CH:12]=[O:16])[C:6]=2[CH:14]=1 |f:1.2|. Reported procedure: 5-chloro-3-(2-propen-1-yl)-1,3-benzothiazol-2(3H)-one (0.43 g, 1.9 mmol) (0.43 g, 1.9 mmole) was dissolved in 1,4-dioxane (20 ml) and water (22 ml) was added. Sodium periodate (0.94 g, 4.4 mmol) was added followed by 4% osmium tetroxide in water (2.1 ml) and stirred at rt for 30 mins after which time a heavy precipitate had formed. Water (20 ml) was added followed by more sodium periodate (1.9 g, 8.9 mmol) and the mixture stirred at rt for 18 h. The mixture was concentrated in-vacuo to a small v... Starting materials: C[C@H](CCCCCC)O ((R)-2-octanol), 3S, C[C@@H]1[C@H]2C[C@H](C2(C)C)C[C@H]1O ((−)-isopinocampheol), C[C@H](CCCC(C)C)[C@H]1CC[C@@H]2[C@@]1(CC[C@H]3[C@H]2CC[C@@H]4[C@@]3(CC[C@H](C4)O)C)C (α-cholestanol), 5R, 3R, C[C@H](CCCC(C)C)[C@H]1CC[C@@H]2[C@@]1(CC[C@H]3[C@H]2CC[C@@H]4[C@@]3(CC[C@@H](C4)O)C)C (β-cholestanol), 5S, 2R, 1S, 2S, C[C@@H]1[C@H]2C[C@H](C2(C)C)C[C@H]1O ((−)-isopinocampheol). The product is C[C@@H](CCCCCC)O ((S)-2-octanol). RXN SMILES: [CH3:1][C@@H:2]([OH:9])[CH2:3][CH2:4][CH2:5][CH2:6][CH2:7][CH3:8].C[C@H]1[C@H](O)C[C@H]2C(C)(C)[C@@H]1C2.C[C@@H]([C@@H]1[C@@]2(C)CC[C@@H]3[C@@]4(C)CC[C@H](O)C[C@@H]4CC[C@H]3[C@@H]2CC1)CCCC(C)C.C[C@@H]([C@@H]1[C@@]2(C)CC[C@@H]3[C@@]4(C)CC[C@@H](O)C[C@@H]4CC[C@H]3[C@@H]2CC1)CCCC(C)C>>[CH3:1][C@H:2]([OH:9])[CH2:3][CH2:4][CH2:5][CH2:6][CH2:7][CH3:8]. Procedure details: (R)-2-octanol (6a), Example 13: (1S, 2S, 3S, 5R)-(−)-isopinocampheol (7a), Example 14: (IR, 2R, 3R, 5S)-(−)-isopinocampheol (8a), Example 15: β-cholestanol (9a) and Example 16: (α-cholestanol (10a). The reactants are C, CC(=O)O, [Pd], CC1=C(C)C(=O)C(C(=CCCCCC(=O)O)c2cccnc2)=C(C)C1=O. The product is CC1=C(C)C(=O)C(C(CCCCCC(=O)O)c2cccnc2)=C(C)C1=O. As a reaction SMILES: [C:31].[CH3:27][C:28](=[O:29])[OH:30].[Pd:32].[n:1]1[cH:2][c:3]([C:7](=[CH:8][CH2:9][CH2:10][CH2:11][CH2:12][C:13](=[O:14])[OH:15])[C:16]2=[C:21]([CH3:22])[C:20](=[O:23])[C:19]([CH3:24])=[C:18]([CH3:25])[C:17]2=[O:26])[cH:4][cH:5][cH:6]1>>[n:1]1[cH:2][c:3]([CH:7]([CH2:8][CH2:9][CH2:10][CH2:11][CH2:12][C:13](=[O:14])[OH:15])[C:16]2=[C:21]([CH3:22])[C:20](=[O:23])[C:19]([CH3:24])=[C:18]([CH3:25])[C:17]2=[O:26])[cH:4][cH:5][cH:6]1. Yields the product OCCCNC(CN1N=CC(=C1C1=CC=CC=C1)C1=CC=CC=C1)=O (N-(3-hydroxypropyl)-4,5-diphenyl-1H-pyrazole-1-acetamide). Reported procedure: A mixture of 1.47 g (48 mmol) of ethyl 4,5-diphenyl-1H-pyrazole-1-acetate of Example 1, 0.72 g (9.6 mmol) of 3-amino-1-propanol and 0.024 g (0.24 mmol) of triethylamine was stirred at 100° C. for two hours. Five mL of ethanol was added and the solution was poured into 20 mL of water and allowed to stand 18 hours at 5° C. to crystallize. The product was filtered off, air-dried and recrystallized from 25 mL of ethyl acetate to yield 1.47 g of N-(3-hydroxypropyl)-4,5-diphenyl-1H-pyrazole-1-acetamid... The solvent is O (water). Reaction conditions: temperature 100 celsius, time 2 hour. The reactants are C1(=CC=CC=C1)C=1C=NN(C1C1=CC=CC=C1)CC(=O)OCC (ethyl 4,5-diphenyl-1H-pyrazole-1-acetate), NCCCO (3-amino-1-propanol), C(C)O (ethanol). Reaction SMILES: [C:1]1([C:7]2[CH:8]=[N:9][N:10]([CH2:18][C:19](OCC)=[O:20])[C:11]=2[C:12]2[CH:17]=[CH:16][CH:15]=[CH:14][CH:13]=2)[CH:6]=[CH:5][CH:4]=[CH:3][CH:2]=1.[NH2:24][CH2:25][CH2:26][CH2:27][OH:28].C(O)C>C(N(CC)CC)C.O>[OH:28][CH2:27][CH2:26][CH2:25][NH:24][C:19](=[O:20])[CH2:18][N:10]1[C:11]([C:12]2[CH:17]=[CH:16][CH:15]=[CH:14][CH:13]=2)=[C:7]([C:1]2[CH:2]=[CH:3][CH:4]=[CH:5][CH:6]=2)[CH:8]=[N:9]1. Reagents/catalysts: C(C)N(CC)CC (triethylamine). The yield is 45.7%.